Task: describe an organic reaction: reactants, conditions, products, and yield. Dataset: the Open Reaction Database (ORD), a public repository of structured organic reaction records Reported procedure: under nitrogen, to a solution of 2-(8-benzylamino-6,7,8,9-tetrahydro-5H-benzocyclohepten-2-yloxy)-N-butylacetamide (388 mg) and (2S)-1-(4-benzyloxyphenoxy)-2,3-epoxypropane (340 mg) in dichloromethane (10 ml) was added ytterbium(III) trifluoromethanesulfonate (63 mg) at room temperature, and the mixture was stirred at the same temperature for 3 hours. The resulting mixture was poured into saturated aqueous sodium bicarbonate solution and extracted with ethyl acetate. The organic layer was washed... Yield: 46.2%. Conditions: time 3 hour. Yields the product C(C1=CC=CC=C1)N(C[C@@H](COC1=CC=C(C=C1)OCC1=CC=CC=C1)O)C1CCCC2=C(C1)C=C(C=C2)OCC(=O)NCCCC (2-[8-[N-benzyl-N-[(2S)-3-(4-benzyloxyphenoxy)-2-hydroxypropyl]amino]-6,7,8,9-tetrahydro-5H-benzocyclohepten-2-yloxy]-N-butylacetamide). Solvent: ClCCl (dichloromethane). Starting materials: C([O-])(O)=O.[Na+] (sodium bicarbonate), C(C1=CC=CC=C1)NC1CCCC2=C(C1)C=C(C=C2)OCC(=O)NCCCC (2-(8-benzylamino-6,7,8,9-tetrahydro-5H-benzocyclohepten-2-yloxy)-N-butylacetamide), C(C1=CC=CC=C1)OC1=CC=C(OC[C@@H]2CO2)C=C1 ((2S)-1-(4-benzyloxyphenoxy)-2,3-epoxypropane), FC(S(=O)(=O)[O-])(F)F.[Yb+3].FC(S(=O)(=O)[O-])(F)F.FC(S(=O)(=O)[O-])(F)F (ytterbium(III) trifluoromethanesulfonate). RXN SMILES: [CH2:1]([NH:8][CH:9]1[CH2:15][C:14]2[CH:16]=[C:17]([O:20][CH2:21][C:22]([NH:24][CH2:25][CH2:26][CH2:27][CH3:28])=[O:23])[CH:18]=[CH:19][C:13]=2[CH2:12][CH2:11][CH2:10]1)[C:2]1[CH:7]=[CH:6][CH:5]=[CH:4][CH:3]=1.[CH2:29]([O:36][C:37]1[CH:47]=[CH:46][C:40]([O:41][CH2:42][C@H:43]2[O:45][CH2:44]2)=[CH:39][CH:38]=1)[C:30]1[CH:35]=[CH:34][CH:33]=[CH:32][CH:31]=1.FC(F)(F)S([O-])(=O)=O.[Yb+3].FC(F)(F)S([O-])(=O)=O.FC(F)(F)S([O-])(=O)=O.C(=O)(O)[O-].[Na+]>ClCCl>[CH2:1]([N:8]([CH:9]1[CH2:15][C:14]2[CH:16]=[C:17]([O:20][CH2:21][C:22]([NH:24][CH2:25][CH2:26][CH2:27][CH3:28])=[O:23])[CH:18]=[CH:19][C:13]=2[CH2:12][CH2:11][CH2:10]1)[CH2:44][C@H:43]([OH:45])[CH2:42][O:41][C:40]1[CH:46]=[CH:47][C:37]([O:36][CH2:29][C:30]2[CH:35]=[CH:34][CH:33]=[CH:32][CH:31]=2)=[CH:38][CH:39]=1)[C:2]1[CH:3]=[CH:4][CH:5]=[CH:6][CH:7]=1 |f:2.3.4.5,6.7|. Starting materials: C(C)(C)NCCCN1C2=NC=NC(=C2N=C1SC1=CC2=C(OCO2)C=C1C=1OC=CN1)N (9-(3-(isopropylamino)propyl)-8-(6-(oxazol-2-yl)benzo[d][1,3]dioxol-5-ylthio)-9H-purin-6-amine), CC(C)NCCCN1C2=C(C(=NC=N2)N)N=C1SC3=C(C=C4C(=C3)OCO4)I (PU-H71), C(CCC)[Sn](C=1OC=CN1)(CCCC)CCCC (2-(tri-n-butylstannyl)oxazole), [Li+].[Cl-] (LiCl), CN(C)C=O (DMF). The reagents and catalysts are C=1C=CC(=CC1)[P](C=2C=CC=CC2)(C=3C=CC=CC3)[Pd]([P](C=4C=CC=CC4)(C=5C=CC=CC5)C=6C=CC=CC6)([P](C=7C=CC=CC7)(C=8C=CC=CC8)C=9C=CC=CC9)[P](C=1C=CC=CC1)(C=1C=CC=CC1)C=1C=CC=CC1 (Pd(PPh3)4). Reaction conditions: temperature 90 celsius. Product: C(#C)C1=C(C=C(C=C1)OC)SC=1N(C2=NC=NC(=C2N1)N)CCNCC(C)(C)C (8-((2-ethynyl-5-methoxyphenyl)thio)-9-(2-(neopentylamino)ethyl)-9H-purin-6-amine). Reaction SMILES: C(NCCCN1C(S[C:18]2[C:26]([C:27]3O[CH:29]=[CH:30][N:31]=3)=[CH:25]C3OCOC=3C=2)=NC2C1=NC=NC=2N)(C)C.CC(NCCC[N:40]1[C:49]([S:50][C:51]2[CH:56]=[C:55]3[O:57][CH2:58]O[C:54]3=[CH:53][C:52]=2I)=[N:48][C:42]2[C:43]([NH2:47])=[N:44][CH:45]=[N:46][C:41]1=2)C.[CH2:61]([Sn](CCCC)(CCCC)C1OC=CN=1)[CH2:62]CC.[Li+].[Cl-].[CH3:81]N(C=O)C>C1C=CC([P]([Pd]([P](C2C=CC=CC=2)(C2C=CC=CC=2)C2C=CC=CC=2)([P](C2C=CC=CC=2)(C2C=CC=CC=2)C2C=CC=CC=2)[P](C2C=CC=CC=2)(C2C=CC=CC=2)C2C=CC=CC=2)(C2C=CC=CC=2)C2C=CC=CC=2)=CC=1>[C:61]([C:52]1[CH:53]=[CH:54][C:55]([O:57][CH3:58])=[CH:56][C:51]=1[S:50][C:49]1[N:40]([CH2:29][CH2:30][NH:31][CH2:27][C:26]([CH3:25])([CH3:18])[CH3:81])[C:41]2[C:42]([N:48]=1)=[C:43]([NH2:47])[N:44]=[CH:45][N:46]=2)#[CH:62] |f:3.4,^1:89,91,110,129|. Reported procedure: 9-(3-(isopropylamino)propyl)-8-(6-(oxazol-2-yl)benzo[d][1,3]dioxol-5-ylthio)-9H-purin-6-amine [DZ4-20]. A mixture of PU-H71 (30 mg, 0.0585 mmol), 2-(tri-n-butylstannyl)oxazole (83.8 mg, 49 μl, 0.234 mmol), LiCl (5 mg, 0.117 mmol) and Pd(PPh3)4 (6.7 mg, 0.0058 mmol) in DMF (1 mL) was evacuated and back filled with nitrogen. This was repeated four times then the reaction mixture was heated under nitrogen at 90° C. for 18 h. Solvent was removed under reduced pressure and the resulting residue was p... Starting materials: NC1=CC=C(N=N1)C(=O)O (6-Amino-3-pyridazinecarboxylic acid), [H-].[Al+3].[Li+].[H-].[H-].[H-] (lithium aluminium hydride), methyl ester, ester. The solvent is O1CCCC1 (tetrahydrofuran). Product: NC1=CC=C(N=N1)CO (6-amino-3-hydroxymethylpyridazine). Reaction SMILES: [NH2:1][C:2]1[N:7]=[N:6][C:5]([C:8](O)=[O:9])=[CH:4][CH:3]=1.[H-].[Al+3].[Li+].[H-].[H-].[H-]>O1CCCC1>[NH2:1][C:2]1[N:7]=[N:6][C:5]([CH2:8][OH:9])=[CH:4][CH:3]=1 |f:1.2.3.4.5.6|. Reported procedure: 6-Amino-3-pyridazinecarboxylic acid is converted to the methyl ester and the ester is reduced with lithium aluminium hydride in tetrahydrofuran to give 6-amino-3-hydroxymethylpyridazine. Starting materials: OC(C#CC1=CC=2C(CCC(C2C=C1)(C)C)(C)C)C1=CC=C(C(=O)O)C=C1 (4-[1-hydroxy-3-(5,6,7,8-tetrahydro-5,5,8,8-tetramethyl-2-naphthyl)-2-propynyl]benzoic acid), 4-[, CC1(C=2C=CC(=CC2C(CC1)(C)C)C#CCC=1C=C(C(=O)O)C=CC1)C (3-(5,6,7,8-tetrahydro-5,5,8,8-tetramethyl-2-naphthyl-2-propynyl]benzoic acid). Yields the product CC1(C=2C=CC(=CC2C(CC1)(C)C)C#CCC1=CC=C(C(=O)O)C=C1)C (4-[3-(5,6,7,8-Tetrahydro-5,5,8,8-tetramethyl-2-naphthyl)-2 -propynyl ]benzoic acid). Reaction SMILES: O[CH:2]([C:19]1[CH:27]=[CH:26][C:22]([C:23]([OH:25])=[O:24])=[CH:21][CH:20]=1)[C:3]#[C:4][C:5]1[CH:14]=[CH:13][C:12]2[C:11]([CH3:16])([CH3:15])[CH2:10][CH2:9][C:8]([CH3:18])([CH3:17])[C:7]=2[CH:6]=1.CC1(C)CCC(C)(C)C2C=C(C#CCC3C=C(C=CC=3)C(O)=O)C=CC1=2>>[CH3:15][C:11]1([CH3:16])[CH2:10][CH2:9][C:8]([CH3:17])([CH3:18])[C:7]2[CH:6]=[C:5]([C:4]#[C:3][CH2:2][C:19]3[CH:27]=[CH:26][C:22]([C:23]([OH:25])=[O:24])=[CH:21][CH:20]=3)[CH:14]=[CH:13][C:12]1=2. Reported procedure: In a similar manner to Example 5(e), starting with 1.66 g (4.6 mmol) of 4-[1-hydroxy-3-(5,6,7,8-tetrahydro-5,5,8,8-tetramethyl-2-naphthyl)-2-propynyl]benzoic acid (prepared in Example 10(b) of patent EP 0,661,258), 310 mg (19.5%) of 4-[3-(5,6,7,8-tetrahydro-5,5,8,8-tetramethyl-2-naphthyl-2-propynyl]benzoic acid are obtained, with a melting point of 159-60° C. Starting materials: C(#N)C(C(=O)OCC)C(CC(=O)OCC)C1=CC=C(C=C1)F (diethyl 2-cyano-3-(p-fluorophenyl)glutarate), [H][H] (hydrogen). The reagents and catalysts are [Ni] (Raney nickel). Solvent: C(C)O (ethanol). Yields the product FC1=CC=C(C=C1)[C@H]1[C@@H](CNC(C1)=O)C(=O)OCC (ethyl trans-4-(p-fluorophenyl)-6-oxo-3-piperidinecarboxylate). Isolated yield 46.3%. As a reaction SMILES: [C:1]([CH:3]([CH:9]([C:16]1[CH:21]=[CH:20][C:19]([F:22])=[CH:18][CH:17]=1)[CH2:10][C:11](OCC)=[O:12])[C:4]([O:6][CH2:7][CH3:8])=[O:5])#[N:2].[H][H]>[Ni].C(O)C>[F:22][C:19]1[CH:20]=[CH:21][C:16]([C@@H:9]2[CH2:10][C:11](=[O:12])[NH:2][CH2:1][C@H:3]2[C:4]([O:6][CH2:7][CH3:8])=[O:5])=[CH:17][CH:18]=1. Reported procedure: 5 g of diethyl 2-cyano-3-(p-fluorophenyl)glutarate obtained in Examples 1 to 3 was added to a mixture of 1.4 g of a commercially available developed Raney nickel and 120 mL of ethanol, and the reaction mixture was allowed to react at 27° C. for 6 hours under a hydrogen pressure of 2.5 atm (gauge pressure) of hydrogen. The reaction mixture was filtered through Celite, and the filtrate was concentrated. The resulting oily substance was recrystallized to obtain 2 g of ethyl trans-4-(p-fluorophenyl)...